This data is from the Open Reaction Database (ORD), a public repository of structured organic reaction records. The task is: describe an organic reaction: reactants, conditions, products, and yield Reaction conditions: temperature 140 celsius. Starting materials: BrC=1C=NC(=NC1)N1C(C=2NC=3C=CC=CC3C(C2C1)=O)C1=CC2=C(C=C1)OCO2 (1,2,3,4-tetrahydro-2-(5-bromopyrimidin-2-yl)-3-(3,4-methylenedioxyphenyl)-9H-pyrrolo-[3,4-b]quinolin-9-one), C(CCC)[Sn](C1=CC=NC=C1)(CCCC)CCCC (4-tri-n-butylstannylpyridine). Yields the product N1=CC=C(C=C1)C=1C=NC(=NC1)N1C(C=2NC=3C=CC=CC3C(C2C1)=O)C1=CC2=C(C=C1)OCO2 (1,2,3,4-Tetrahydro-2-[5-(4-pyridinyl)-pyrimidin-2-yl]-3-(3,4-methylenedioxyphenyl)-9H-pyrrolo-[3,4-b]quinolin-9-one). Run in CN(C)C=O (DMF), C(C)(=O)OCC (ethyl acetate). Procedure details: A stirred mixture of 1,2,3,4-tetrahydro-2-(5-bromopyrimidin-2-yl)-3-(3,4-methylenedioxyphenyl)-9H-pyrrolo-[3,4-b]quinolin-9-one (46 mg, 0.1 mmol) (prepared as in Example 53), (PPh3)4Pd (3.5 mg, 3.0 μmol) and 4-tri-n-butylstannylpyridine (37 mg, 0.1 mmol) in dry DMF (2.0 ml) was heated at 140° C. for 12 h. More catalyst (3.5 mg) was added and the mixture was refluxed for 4 h and then cooled. The solution was diluted with ethyl acetate and filtered through filter paper. The organic phase was washe... Reagents/catalysts: C=1C=CC(=CC1)[P](C=2C=CC=CC2)(C=3C=CC=CC3)[Pd]([P](C=4C=CC=CC4)(C=5C=CC=CC5)C=6C=CC=CC6)([P](C=7C=CC=CC7)(C=8C=CC=CC8)C=9C=CC=CC9)[P](C=1C=CC=CC1)(C=1C=CC=CC1)C=1C=CC=CC1 ((PPh3)4Pd), catalyst. RXN SMILES: Br[C:2]1[CH:3]=[N:4][C:5]([N:8]2[CH2:20][C:19]3[C:18](=[O:21])[C:17]4[CH:16]=[CH:15][CH:14]=[CH:13][C:12]=4[NH:11][C:10]=3[CH:9]2[C:22]2[CH:27]=[CH:26][C:25]3[O:28][CH2:29][O:30][C:24]=3[CH:23]=2)=[N:6][CH:7]=1.C([Sn](CCCC)(CCCC)[C:36]1[CH:41]=[CH:40][N:39]=[CH:38][CH:37]=1)CCC>CN(C=O)C.C(OCC)(=O)C.C1C=CC([P]([Pd]([P](C2C=CC=CC=2)(C2C=CC=CC=2)C2C=CC=CC=2)([P](C2C=CC=CC=2)(C2C=CC=CC=2)C2C=CC=CC=2)[P](C2C=CC=CC=2)(C2C=CC=CC=2)C2C=CC=CC=2)(C2C=CC=CC=2)C2C=CC=CC=2)=CC=1>[N:39]1[CH:40]=[CH:41][C:36]([C:2]2[CH:3]=[N:4][C:5]([N:8]3[CH2:20][C:19]4[C:18](=[O:21])[C:17]5[CH:16]=[CH:15][CH:14]=[CH:13][C:12]=5[NH:11][C:10]=4[CH:9]3[C:22]3[CH:27]=[CH:26][C:25]4[O:28][CH2:29][O:30][C:24]=4[CH:23]=3)=[N:6][CH:7]=2)=[CH:37][CH:38]=1 |^1:64,66,85,104|. The reactants are C(C)OC(CCCC#CCI)=O (7-iodo-5-heptynoic acid ethyl ester), O1CCCC1 (tetrahydrofuran), S(O)(O)(=O)=O (sulfuric acid), C(C)[Mg]Br (ethylmagnesium bromide), C1(=CC=CC=C1)SCC#CCC#CCC#C (9-phenylthio-1,4,7-nonatriyne), O1CCCC1 (tetrahydrofuran), cuprous cyanide. Run at temperature -25 celsius, time 1 hour. The product is C(C)OC(CCCC#CCC#CCC#CCC#CCC1=CC=CC=C1)=S (16-phenylthiohexadeca-5,8,11,14-tetraynoic acid ethyl ester). RXN SMILES: [CH2:1]([Mg]Br)[CH3:2].C1(S[CH2:12][C:13]#[C:14][CH2:15][C:16]#[C:17][CH2:18][C:19]#[CH:20])C=CC=CC=1.[CH2:21]([O:23][C:24](=O)[CH2:25][CH2:26][CH2:27][C:28]#[C:29][CH2:30]I)[CH3:22].[S:33](=O)(=O)(O)O.O1[CH2:42][CH2:41][CH2:40][CH2:39]1>>[CH2:21]([O:23][C:24](=[S:33])[CH2:25][CH2:26][CH2:27][C:28]#[C:29][CH2:30][C:12]#[C:13][CH2:14][C:15]#[C:16][CH2:17][C:18]#[C:19][CH2:20][C:2]1[CH:1]=[CH:42][CH:41]=[CH:40][CH:39]=1)[CH3:22]. Procedure details: 8.4 ml (4.254 g, 31 mmol) of 3.79N ethereal ethylmagnesium bromide was added dropwise, under argon to a solution of 6.5 g (29 mmol) of 9-phenylthio-1,4,7-nonatriyne in 20 ml of anhydrous tetrahydrofuran. The temperature was maintained at -25° C. After the addition, the reaction mixture was stirred for 1 hour further at the same temperature and then 285 mg of cuprous cyanide were added. After the addition, the mixture was stirred for 20 minutes more at 0° C. and then treated with 12.2 g (44 mmol)... Starting materials: C(C)OC(=O)C1(CCNCC1)CCOC (4-(2-methoxy-ethyl)-piperidine-4-carboxylic acid ethyl ester), C1(CCC1)CS(=O)(=O)Cl (cyclobutyl-methanesulfonyl chloride), FC(OC1=CC=C(N)C=C1)(F)F (4-(trifluoromethoxy)-aniline). Product: C1(CCC1)CS(=O)(=O)N1CCC2(CCN(C2=O)C2=CC=C(C=C2)OC(F)(F)F)CC1 (8-Cyclobutylmethanesulfonyl-2-(4-trifluoromethoxy-phenyl)-2,8-diaza-spiro[4.5]decan-1-one). As a reaction SMILES: C(O[C:4]([C:6]1([CH2:12][CH2:13]OC)[CH2:11][CH2:10][NH:9][CH2:8][CH2:7]1)=[O:5])C.[CH:16]1([CH2:20][S:21](Cl)(=[O:23])=[O:22])[CH2:19][CH2:18][CH2:17]1.[F:25][C:26]([F:36])([F:35])[O:27][C:28]1[CH:34]=[CH:33][C:31]([NH2:32])=[CH:30][CH:29]=1>>[CH:16]1([CH2:20][S:21]([N:9]2[CH2:8][CH2:7][C:6]3([C:4](=[O:5])[N:32]([C:31]4[CH:33]=[CH:34][C:28]([O:27][C:26]([F:25])([F:35])[F:36])=[CH:29][CH:30]=4)[CH2:13][CH2:12]3)[CH2:11][CH2:10]2)(=[O:23])=[O:22])[CH2:19][CH2:18][CH2:17]1. Procedure details: Light brown solid. MS (ESI): 447.15 (MH+). This example was prepared in analogy to example 1 step C) to D) from 4-(2-methoxy-ethyl)-piperidine-4-carboxylic acid ethyl ester (example 1 step B)), cyclobutyl-methanesulfonyl chloride, 4-(trifluoromethoxy)-aniline. Reactants: FC=1C(=CC2=C(NC(=N2)S)C1)N1C=NC=C1 (6-fluoro-5-(imidazol-1-yl)-2-mercapto-1H-benzimidazole), [K+].[Br-] (KBr), Cl.COC1=CC(=NC=C1)CCl (4-methoxy-2-chloromethylpyridine hydrochloride), [OH-].[Na+] (sodium hydroxide). Run in C(C)O (ethanol). Product: COC1=CC(=NC=C1)CSC1=NC2=C(N1)C=C(C(=C2)N2C=NC=C2)F (2-[[(4-Methoxy)pyridin-2-yl]methylthio]-6-fluoro-5-(imidazol-1-yl)-1H-benzimidazole). Isolated yield 59.4%. RXN SMILES: [F:1][C:2]1[C:3]([N:12]2[CH:16]=[CH:15][N:14]=[CH:13]2)=[CH:4][C:5]2[N:9]=[C:8]([SH:10])[NH:7][C:6]=2[CH:11]=1.Cl.[CH3:18][O:19][C:20]1[CH:25]=[CH:24][N:23]=[C:22]([CH2:26]Cl)[CH:21]=1.[OH-].[Na+].[K+].[Br-]>C(O)C>[CH3:18][O:19][C:20]1[CH:25]=[CH:24][N:23]=[C:22]([CH2:26][S:10][C:8]2[NH:7][C:6]3[CH:11]=[C:2]([F:1])[C:3]([N:12]4[CH:16]=[CH:15][N:14]=[CH:13]4)=[CH:4][C:5]=3[N:9]=2)[CH:21]=1 |f:1.2,3.4,5.6|. Procedure details: The title compound (1.9 g, 60%) was prepared by the general procedure using, 6-fluoro-5-(imidazol-1-yl)-2-mercapto-1H-benzimidazole (2.1 g, 9.0 mmol), (obtained in preparation 1) 4-methoxy-2-chloromethylpyridine hydrochloride (1.74 g, 9.0 mmol), sodium hydroxide (0.72 g, 18.0 mmol) and ethanol (25 mL). mp 86-87° C.; IR (KBr) 3443, 1600 cm-1 ; 1H NMR (CDCl3) δ 3.90 (s, 3H, OCH3), 4.38 (s, 2H, SCH2), 6.92 (d, J=5.7 Hz, 1H), 6.96 (s, 1H), 7.30 (m, 2H), 7.42 (d, J=10.2 Hz, 1H), 7.58 (d, J=7.8 Hz, 1H... Reactants: CC=1C=C(C[C@H](NC(C(C2=CC=CC=C2)C2=CC=CC=C2)=O)C(=O)NC([C@@H](N)CS)=O)C=CC1 (N-[3-methyl-N-(2,2-diphenylacetyl)-L-phenylalanyl]-L-cysteinamide), BrCC=1C=C(C(=O)OC)C=CC1 (methyl 3-(bromomethyl)-benzoate), C(C)(C)N(CC)C(C)C (diisopropylethylamine). Product: CC=1C=C(C[C@H](NC(C(C2=CC=CC=C2)C2=CC=CC=C2)=O)C(=O)NC([C@@H](N)CSCC2=CC(=CC=C2)C(=O)OC)=O)C=CC1 (N-[3-methyl-N-(2,2-diphenylacetyl)-L-phenylalanyl]-S-[[3-(methoxycarbonyl)phenyl]methyl]-L-cysteinamide). RXN SMILES: [CH3:1][C:2]1[CH:3]=[C:4]([CH:32]=[CH:33][CH:34]=1)[CH2:5][C@@H:6]([C:23]([NH:25][C:26](=[O:31])[C@H:27]([CH2:29][SH:30])[NH2:28])=[O:24])[NH:7][C:8](=[O:22])[CH:9]([C:16]1[CH:21]=[CH:20][CH:19]=[CH:18][CH:17]=1)[C:10]1[CH:15]=[CH:14][CH:13]=[CH:12][CH:11]=1.Br[CH2:36][C:37]1[CH:38]=[C:39]([CH:44]=[CH:45][CH:46]=1)[C:40]([O:42][CH3:43])=[O:41].C(N(C(C)C)CC)(C)C>>[CH3:1][C:2]1[CH:3]=[C:4]([CH:32]=[CH:33][CH:34]=1)[CH2:5][C@@H:6]([C:23]([NH:25][C:26](=[O:31])[C@H:27]([CH2:29][S:30][CH2:36][C:37]1[CH:46]=[CH:45][CH:44]=[C:39]([C:40]([O:42][CH3:43])=[O:41])[CH:38]=1)[NH2:28])=[O:24])[NH:7][C:8](=[O:22])[CH:9]([C:16]1[CH:21]=[CH:20][CH:19]=[CH:18][CH:17]=1)[C:10]1[CH:11]=[CH:12][CH:13]=[CH:14][CH:15]=1. Procedure details: A solution of N-[3-methyl-N-(2,2-diphenylacetyl)-L-phenylalanyl]-L-cysteinamide (0.72 g, 1.51 mmol), methyl 3-(bromomethyl)-benzoate (0.35 g, 1.51 mmol), and diisopropylethylamine (0.27 mL, 1.53 mmol) is stirred at room temperature overnight. Solvent is evaporated, and the residue is treated with 1 N HCl (50 mL), and filtered to collect a white solid, which is washed with water and Et2O (100 mL each). Drying in vacuo yields N-[3-methyl-N-(2,2-diphenylacetyl)-L-phenylalanyl]-S-[[3-(methoxycarbony... Reactants: C(OC(Cl)(Cl)Cl)(OC(Cl)(Cl)Cl)=O (bis(trichloromethyl) carbonate), C(C)(C)N1CCC(CC1)N (1-isopropyl-piperidin-4-ylamine), COC=1C=CC=C2CCC(C12)NC1=NC2=CC=C(C=C2C=C1)N (rac-N2-(7-methoxy-indan-1-yl)-quinoline-2,6-diamine). The product is C(C)(C)N1CCC(CC1)NC(=O)NC=1C=C2C=CC(=NC2=CC1)NC1CCC2=CC=CC(=C12)OC (rac-1-(1-Isopropyl-piperidin-4-yl)-3-[2-(7-methoxy-indan-1-ylamino)-quinolin-6-yl]-urea). Reaction SMILES: [C:1](=O)(OC(Cl)(Cl)Cl)[O:2]C(Cl)(Cl)Cl.[CH:13]([N:16]1[CH2:21][CH2:20][CH:19]([NH2:22])[CH2:18][CH2:17]1)([CH3:15])[CH3:14].[CH3:23][O:24][C:25]1[CH:26]=[CH:27][CH:28]=[C:29]2[C:33]=1[CH:32]([NH:34][C:35]1[CH:44]=[CH:43][C:42]3[C:37](=[CH:38][CH:39]=[C:40]([NH2:45])[CH:41]=3)[N:36]=1)[CH2:31][CH2:30]2>>[CH:13]([N:16]1[CH2:21][CH2:20][CH:19]([NH:22][C:1]([NH:45][C:40]2[CH:41]=[C:42]3[C:37](=[CH:38][CH:39]=2)[N:36]=[C:35]([NH:34][CH:32]2[C:33]4[C:29](=[CH:28][CH:27]=[CH:26][C:25]=4[O:24][CH3:23])[CH2:30][CH2:31]2)[CH:44]=[CH:43]3)=[O:2])[CH2:18][CH2:17]1)([CH3:15])[CH3:14]. Procedure: The title compound was prepared in accordance with the general method 4 described in example 16 from bis(trichloromethyl) carbonate, 1-isopropyl-piperidin-4-ylamine (CAS no. 127285-08-9) and rac-N2-(7-methoxy-indan-1-yl)-quinoline-2,6-diamine (Example 172); MS: m/e=474.7 (M+H+). Starting materials: CNC1CCN(CC1)C (methyl-(1-methyl-piperidin-4-yl)-amine), FC1=CC=C(OC=2C=C3C=NN(C3=CC2C(=O)N)CC(C)C)C=C1 (5-(4-fluorophenoxy)-1-isobutyl-1H-indazole-6-carboxylic acid amide), FC1=CC=C(OC=2C=C3C=NN(C3=CC2C(=O)N)CC(C)C)C=C1 (5-(4-fluorophenoxy)-1-isobutyl-1H-indazole-6-carboxylic acid amide), C(=O)(N1C=NC=C1)N1C=NC=C1 (carbonyldiimidazole). Run in C1CCOC1 (THF). Run at time 18 hour. The product is CN(C(=O)C1=C(C=C2C=NN(C2=C1)CC(C)C)OC1=CC=C(C=C1)F)C1CCN(CC1)C (5-(4-fluorophenoxy)-1-isobutyl-1H-indazole-6-carboxylic acid methyl-(1-methylpiperidin-4-yl)-amide). Yield: 3.0%. RXN SMILES: [F:1][C:2]1[CH:24]=[CH:23][C:5]([O:6][C:7]2[CH:8]=[C:9]3[C:13](=[CH:14][C:15]=2[C:16](N)=[O:17])[N:12]([CH2:19][CH:20]([CH3:22])[CH3:21])[N:11]=[CH:10]3)=[CH:4][CH:3]=1.C(N1C=CN=C1)(N1C=CN=C1)=O.[CH3:37][NH:38][CH:39]1[CH2:44][CH2:43][N:42]([CH3:45])[CH2:41][CH2:40]1>C1COCC1>[CH3:37][N:38]([CH:39]1[CH2:44][CH2:43][N:42]([CH3:45])[CH2:41][CH2:40]1)[C:16]([C:15]1[CH:14]=[C:13]2[C:9]([CH:10]=[N:11][N:12]2[CH2:19][CH:20]([CH3:22])[CH3:21])=[CH:8][C:7]=1[O:6][C:5]1[CH:4]=[CH:3][C:2]([F:1])=[CH:24][CH:23]=1)=[O:17]. Reported procedure: A solution of 5-(4-fluorophenoxy)-1-isobutyl-1H-indazole-6-carboxylic acid (compound 10g, prepared as described in Example 46) in THF was treated with carbonyldiimidazole (1.2 equivalents) at room temperature under nitrogen atmosphere. After stirring for 18 hours, the reaction was treated with methyl-(1-methyl-piperidin-4-yl)-amine (1 equivalent). After 18 additional hours, the solvent was allowed to slowly evaporate and the residue was purified in a Sep Pak cartridge eluting with a gradient of ... Starting materials: [Al+3], C1CCOC1, [H-], [H-], [H-], [H-], [Li+], [Na+], [OH-], O=C(O)C(c1ccccc1)c1ccccc1. Yields the product OCC(c1ccccc1)c1ccccc1. Reaction SMILES: [Al+3:18].[CH2:25]1[O:26][CH2:27][CH2:28][CH2:29]1.[H-:17].[H-:20].[H-:21].[H-:22].[Li+:19].[Na+:24].[OH-:23].[c:1]1([CH:7]([C:8](=[O:9])[OH:10])[c:11]2[cH:12][cH:13][cH:14][cH:15][cH:16]2)[cH:2][cH:3][cH:4][cH:5][cH:6]1>>[c:1]1([CH:7]([CH2:8][OH:9])[c:11]2[cH:12][cH:13][cH:14][cH:15][cH:16]2)[cH:2][cH:3][cH:4][cH:5][cH:6]1. Starting materials: CCO, [H][H], O=C(O)CCCCc1ccc([N+](=O)[O-])cn1. Product: Nc1ccc(CCCCC(=O)O)nc1. Reaction SMILES: [CH3:19][CH2:20][OH:21].[H:17][H:18].[N+:1]([O-:2])(=[O:3])[c:4]1[cH:5][cH:6][c:7]([CH2:10][CH2:11][CH2:12][CH2:13][C:14](=[O:15])[OH:16])[n:8][cH:9]1>>[NH2:1][c:4]1[cH:5][cH:6][c:7]([CH2:10][CH2:11][CH2:12][CH2:13][C:14](=[O:15])[OH:16])[n:8][cH:9]1.